Dataset: the Open Reaction Database (ORD), a public repository of structured organic reaction records. Task: describe an organic reaction: reactants, conditions, products, and yield Starting materials: O=C[C@@H](O)[C@@H](O)[C@@H](O)C (5-deoxy-L-ribose), NN (hydrazine). Yields the product C([C@@H](O)[C@@H](O)[C@@H](O)C)=NN (5-deoxy-L-ribose hydrazone). As a reaction SMILES: O=[CH:2][C@H:3]([C@H:5]([C@H:7]([CH3:9])[OH:8])[OH:6])[OH:4].[NH2:10][NH2:11]>>[CH:2](=[N:10][NH2:11])[C@H:3]([C@H:5]([C@H:7]([CH3:9])[OH:8])[OH:6])[OH:4]. Procedure details: reacting 5-deoxy-L-ribose with a hydrazine compound to form a 5-deoxy-L-ribose hydrazone compound; and The reactants are ClC=1C=CC(=C(C(=O)NCC2CCOC3=CC(=C(C=C23)S(N)(=O)=O)OC)C1)OC (4-(5-chloro-2-methoxybenzamidomethyl)-6-sulfamoyl-7-methoxychroman), C(CCC)N=C=S (n-butyl isothiocyanate). Reported procedure: 4-(5-Chloro-2-methoxybenzamidomethyl)-6-(n-butylaminothiocarbonylaminosulfonyl)-7-methoxychroman is prepared analogously to Example 4 from 4-(5-chloro-2-methoxybenzamidomethyl)-6-sulfamoyl-7-methoxychroman and n-butyl isothiocyanate. Melting point: 167° C. Reaction SMILES: [Cl:1][C:2]1[CH:3]=[CH:4][C:5]([O:28][CH3:29])=[C:6]([CH:27]=1)[C:7]([NH:9][CH2:10][CH:11]1[C:20]2[C:15](=[CH:16][C:17]([O:25][CH3:26])=[C:18]([S:21](=[O:24])(=[O:23])[NH2:22])[CH:19]=2)[O:14][CH2:13][CH2:12]1)=[O:8].[CH2:30]([N:34]=[C:35]=[S:36])[CH2:31][CH2:32][CH3:33]>>[Cl:1][C:2]1[CH:3]=[CH:4][C:5]([O:28][CH3:29])=[C:6]([CH:27]=1)[C:7]([NH:9][CH2:10][CH:11]1[C:20]2[C:15](=[CH:16][C:17]([O:25][CH3:26])=[C:18]([S:21]([NH:22][C:35]([NH:34][CH2:30][CH2:31][CH2:32][CH3:33])=[S:36])(=[O:23])=[O:24])[CH:19]=2)[O:14][CH2:13][CH2:12]1)=[O:8]. Yields the product ClC=1C=CC(=C(C(=O)NCC2CCOC3=CC(=C(C=C23)S(=O)(=O)NC(=S)NCCCC)OC)C1)OC (4-(5-Chloro-2-methoxybenzamidomethyl)-6-(n-butylaminothiocarbonylaminosulfonyl)-7-methoxychroman). Starting materials: C, CCOC(=O)Cn1ccc2c(Oc3ccc([N+](=O)[O-])cn3)cccc21, C1CCOC1, [Pd]. The product is CCOC(=O)Cn1ccc2c(Oc3ccc(N)cn3)cccc21. Reaction SMILES: [C:31].[CH2:1]([CH3:2])[O:3][C:4]([CH2:5][n:6]1[cH:7][cH:8][c:9]2[c:10]([O:15][c:16]3[n:17][cH:18][c:19]([N+:22]([O-:23])=[O:24])[cH:20][cH:21]3)[cH:11][cH:12][cH:13][c:14]12)=[O:25].[CH2:26]1[O:27][CH2:28][CH2:29][CH2:30]1.[Pd:32]>>[CH2:1]([CH3:2])[O:3][C:4]([CH2:5][n:6]1[cH:7][cH:8][c:9]2[c:10]([O:15][c:16]3[n:17][cH:18][c:19]([NH2:22])[cH:20][cH:21]3)[cH:11][cH:12][cH:13][c:14]12)=[O:25]. The reactants are ice water, OC1=C2C(=C(C(N(C2=CC(=C1)O)CC1=CC=CC=C1)=O)CC1=CC=CC=C1)C (5,7-dihydroxy-1,3-dibenzyl-4-methyl-2(1H)-quinolinone), C([O-])([O-])=O.[K+].[K+] (potassium carbonate), ClCC(=O)N (2-chloroacetamide), CN(C)C=O (DMF). Product: NC(=O)COC1=C2C(=C(C(N(C2=CC(=C1)OCC(=O)N)CC1=CC=CC=C1)=O)CC1=CC=CC=C1)C (5,7-Bis(aminocarbonylmethoxy)-1,3-dibenzyl-4-methyl-2(1H)-quinolinone). As a reaction SMILES: [OH:1][C:2]1[CH:11]=[C:10]([OH:12])[CH:9]=[C:8]2[C:3]=1[C:4]([CH3:28])=[C:5]([CH2:21][C:22]1[CH:27]=[CH:26][CH:25]=[CH:24][CH:23]=1)[C:6](=[O:20])[N:7]2[CH2:13][C:14]1[CH:19]=[CH:18][CH:17]=[CH:16][CH:15]=1.[C:29](=O)([O-])[O-].[K+].[K+].Cl[CH2:36][C:37]([NH2:39])=[O:38].C[N:41]([CH:43]=[O:44])C>>[NH2:39][C:37]([CH2:36][O:1][C:2]1[CH:11]=[C:10]([O:12][CH2:29][C:43]([NH2:41])=[O:44])[CH:9]=[C:8]2[C:3]=1[C:4]([CH3:28])=[C:5]([CH2:21][C:22]1[CH:27]=[CH:26][CH:25]=[CH:24][CH:23]=1)[C:6](=[O:20])[N:7]2[CH2:13][C:14]1[CH:19]=[CH:18][CH:17]=[CH:16][CH:15]=1)=[O:38] |f:1.2.3|. Procedure details: The mixture of 5,7-dihydroxy-1,3-dibenzyl-4-methyl-2(1H)-quinolinone (0.5 g), potassium carbonate (0.9 g) and 2-chloroacetamide (0.25 g) in DMF (6.5 ml) were reacted at 100° C. for two hours. The reaction mixture was treated with ice water and filtered. The product was triturated with hot ethanol. Yield: 0.32 g. Melting point 252-253° C. The reactants are NC=1C=C(C(=O)C2CCN(CC2)C)C=CC1 (4-[3-aminobenzoyl]-1-methylpiperidine), ClC=1C=C(C(=O)Cl)C=CC1 (3-chlorobenzoyl chloride). Yields the product ClC=1C=C(C(=O)NC=2C=C(C(=O)C3CCN(CC3)C)C=CC2)C=CC1 (4-[3-(3-chlorobenzamidyl)benzoyl]-1-methylpiperidine). Isolated yield 82.7%. RXN SMILES: [NH2:1][C:2]1[CH:3]=[C:4]([CH:14]=[CH:15][CH:16]=1)[C:5]([CH:7]1[CH2:12][CH2:11][N:10]([CH3:13])[CH2:9][CH2:8]1)=[O:6].[Cl:17][C:18]1[CH:19]=[C:20]([CH:24]=[CH:25][CH:26]=1)[C:21](Cl)=[O:22]>>[Cl:17][C:18]1[CH:19]=[C:20]([CH:24]=[CH:25][CH:26]=1)[C:21]([NH:1][C:2]1[CH:3]=[C:4]([CH:14]=[CH:15][CH:16]=1)[C:5]([CH:7]1[CH2:8][CH2:9][N:10]([CH3:13])[CH2:11][CH2:12]1)=[O:6])=[O:22]. Procedure: Beginning with 4-[3-aminobenzoyl]-1-methylpiperidine (50 mg, 0.229 mmol) and 3-chlorobenzoyl chloride (120 mg, 0.687 mmol), 67.6 mg (83%) of the title compound were recovered. Starting materials: N, Oc1cc(-c2ccccc2)nc(S)n1. The product is Oc1cc(-c2ccccc2)ncn1. As a reaction SMILES: [NH3:15].[SH:1][c:2]1[n:3][c:4](-[c:9]2[cH:10][cH:11][cH:12][cH:13][cH:14]2)[cH:5][c:6]([OH:8])[n:7]1>>[cH:2]1[n:3][c:4](-[c:9]2[cH:10][cH:11][cH:12][cH:13][cH:14]2)[cH:5][c:6]([OH:8])[n:7]1. The reactants are CC(C)(C)OC(=O)N1CCc2ccc(Cl)c(CCl)c2CC1, O=C([O-])[O-], CC(C)=O, [I-], [K+], [K+], [Na+], Sc1ncc[nH]1. Yields the product CC(C)(C)OC(=O)N1CCc2ccc(Cl)c(CSc3ncc[nH]3)c2CC1. Reaction SMILES: [C:1]([CH3:2])([CH3:3])([CH3:4])[O:5][C:6](=[O:7])[N:8]1[CH2:9][CH2:10][c:11]2[c:12]([c:15]([CH2:20][Cl:21])[c:16]([Cl:19])[cH:17][cH:18]2)[CH2:13][CH2:14]1.[C:22](=[O:23])([O-:24])[O-:25].[CH3:36][C:37](=[O:38])[CH3:39].[I-:29].[K+:26].[K+:27].[Na+:28].[SH:30][c:31]1[nH:32][cH:33][cH:34][n:35]1>>[C:1]([CH3:2])([CH3:3])([CH3:4])[O:5][C:6](=[O:7])[N:8]1[CH2:9][CH2:10][c:11]2[c:12]([c:15]([CH2:20][S:30][c:31]3[nH:32][cH:33][cH:34][n:35]3)[c:16]([Cl:19])[cH:17][cH:18]2)[CH2:13][CH2:14]1.